Dataset: the Open Reaction Database (ORD), a public repository of structured organic reaction records. Task: describe an organic reaction: reactants, conditions, products, and yield The reactants are C(C)(C)(C)OC(=O)C=1OC2=C(C1C)C(=CC=C2)OS(=O)(=O)C(F)(F)F (3-methyl-4-trifluoromethanesulfonyloxy-benzofuran-2-carboxylic acid tert-butyl ester), [O-]P(=O)([O-])[O-].[K+].[K+].[K+] (K3PO4), N1CCOCC1 (morpholine), O1CCOCC1 (dioxane). Reagents/catalysts: CC(=O)[O-].CC(=O)[O-].[Pd+2] (Pd(OAc)2). Solvent: O (water). Conditions: temperature 85 celsius, time 8 hour. Product: C(C)(C)(C)OC(=O)C=1OC2=C(C1C)C(=CC=C2)N2CCOCC2 (3-methyl-4-morpholin-4-yl-benzofuran-2-carboxylic acid tert-butyl ester). Isolated yield 60.5%. Reaction SMILES: [C:1]([O:5][C:6]([C:8]1[O:9][C:10]2[CH:17]=[CH:16][CH:15]=[C:14](OS(C(F)(F)F)(=O)=O)[C:11]=2[C:12]=1[CH3:13])=[O:7])([CH3:4])([CH3:3])[CH3:2].[O-]P([O-])([O-])=O.[K+].[K+].[K+].[NH:34]1[CH2:39][CH2:38][O:37][CH2:36][CH2:35]1.O1CCOCC1>CC([O-])=O.CC([O-])=O.[Pd+2].O>[C:1]([O:5][C:6]([C:8]1[O:9][C:10]2[CH:17]=[CH:16][CH:15]=[C:14]([N:34]3[CH2:39][CH2:38][O:37][CH2:36][CH2:35]3)[C:11]=2[C:12]=1[CH3:13])=[O:7])([CH3:4])([CH3:3])[CH3:2] |f:1.2.3.4,7.8.9|. Procedure: To 3-methyl-4-trifluoromethanesulfonyloxy-benzofuran-2-carboxylic acid tert-butyl ester (190 mg, 0.5 mmol) was added K3PO4 (159 mg, 0.75 mmol), morpholine (52 mg, 0.6 mmol), Pd(OAc)2 (10 mg) and 4 mL of dioxane. The mixture was heated and stirred in an 85° C. oil bath overnight. The reaction mixture was poured into water and was extracted with ethyl acetate. The organic extract was washed with water and dried over sodium sulfate. Removal of the solvent in vacuo gave the crude product, which was ... The reactants are C(C)(=O)OCC1=C(N2C(C(C2SC1)N)=O)C(=O)O (3-acetyloxymethyl-7-amino-8-oxo-5-thia-1-azabicyclo[4.2.0]oct-2-ene-2-carboxylic acid), NC(C(=O)Cl)(CC1=CN=CN1)C(F)F (2-amino-2-difluoromethyl-3-(5-imidazolyl)propionic acid chloride). The solvent is C(C)(=O)OCC (ethyl acetate). Product: NC(C(=O)NC1C2SCC(=C(N2C1=O)C(=O)O)COC(C)=O)(CC1=CN=CN1)C(F)F (7-[[2-amino-2-difluoromethyl-3-(5-imidazolyl)propionyl]amino]-3-acetoxymethyl-8-oxo-5-thia-1-azabicyclo[4.2.0]oct-2-ene-2-carboxylic acid). RXN SMILES: [C:1]([O:4][CH2:5][C:6]1[CH2:13][S:12][CH:11]2[N:8]([C:9](=[O:15])[CH:10]2[NH2:14])[C:7]=1[C:16]([OH:18])=[O:17])(=[O:3])[CH3:2].[NH2:19][C:20]([CH:30]([F:32])[F:31])([CH2:24][C:25]1[NH:29][CH:28]=[N:27][CH:26]=1)[C:21](Cl)=[O:22]>C(OCC)(=O)C>[NH2:19][C:20]([CH:30]([F:32])[F:31])([CH2:24][C:25]1[NH:29][CH:28]=[N:27][CH:26]=1)[C:21]([NH:14][CH:10]1[C:9](=[O:15])[N:8]2[CH:11]1[S:12][CH2:13][C:6]([CH2:5][O:4][C:1](=[O:3])[CH3:2])=[C:7]2[C:16]([OH:18])=[O:17])=[O:22]. Reported procedure: A mixture of 1 g of 3-acetyloxymethyl-7-amino-8-oxo-5-thia-1-azabicyclo[4.2.0]oct-2-ene-2-carboxylic acid and 1 g of 2-amino-2-difluoromethyl-3-(5-imidazolyl)propionic acid chloride wherein the free amino groups are protected with tertiary-butoxycarbonyl in 50 ml of ethyl acetate is refluxed for 2 hours after which the solvent is removed leaving a residue which is chromatographed on silica gel using benzene-acetone as the eluant to give 7-[[2-amino-2-difluoromethyl-3-(5-imidazolyl)propionyl]amin...